Dataset: the Open Reaction Database (ORD), a public repository of structured organic reaction records. Task: describe an organic reaction: reactants, conditions, products, and yield Reactants: CCCCCCC.C(C)(=O)OCC (heptane ethyl acetate), ferrous sulfate heptahydrate, OO (hydrogen peroxide), peroxide, OC1CC(N(C(C1)(C)C)O)(C)C (4-hydroxy-1-oxyl-2,2,6,6-tetramethylpiperidine), CS(=O)C (dimethyl sulfoxide). Run in O (water). Run at time 2 hour. Yields the product CON1C(CC(CC1(C)C)O)(C)C (1-Methoxy-4-hydroxy-2,2,6,6-tetramethylpiperidine). The yield is 63.0%. As a reaction SMILES: OO.[OH:3][CH:4]1[CH2:9][C:8]([CH3:11])([CH3:10])[N:7]([OH:12])[C:6]([CH3:14])([CH3:13])[CH2:5]1.[CH3:15]S(C)=O.CCCCCCC.C(OCC)(=O)C>O>[CH3:15][O:12][N:7]1[C:8]([CH3:10])([CH3:11])[CH2:9][CH:4]([OH:3])[CH2:5][C:6]1([CH3:14])[CH3:13] |f:3.4|. Reported procedure: A solution of 17.9 g (64.4 mmol) of ferrous sulfate heptahydrate in 80 ml of water and a solution of 9.7 g (86 mmol) of 30% aqueous hydrogen peroxide are simultaneously added, under nitrogen, over a 90-minute interval to a mixture of 10.0 g (58.1 mmol) of 4-hydroxy-1-oxyl-2,2,6,6-tetramethylpiperidine and 100 ml of dimethyl sulfoxide which is initially at 23° C. The temperature increases to 29° C. during the peroxide addition. After the addition is complete, the reaction mixture is stirred for t... The reactants are C1COCCN1, CC(C)O, CC(C)(C)CC(C)(C)c1ccc(O)c(OCC2(C)CCC(CO)O2)c1. Yields the product CC(C)(C)CC(C)(C)c1cc(CN2CCOCC2)c(O)c(OCC2(C)CCC(CO)O2)c1. RXN SMILES: [CH2:26]1[CH2:27][O:28][CH2:29][CH2:30][NH:31]1.[CH:32]([OH:33])([CH3:34])[CH3:35].[OH:1][CH2:2][CH:3]1[CH2:4][CH2:5][C:6]([CH3:8])([CH2:9][O:10][c:11]2[c:12]([OH:25])[cH:13][cH:14][c:15]([C:17]([CH3:18])([CH3:19])[CH2:20][C:21]([CH3:22])([CH3:23])[CH3:24])[cH:16]2)[O:7]1>>[OH:1][CH2:2][CH:3]1[CH2:4][CH2:5][C:6]([CH3:8])([CH2:9][O:10][c:11]2[c:12]([OH:25])[c:13]([CH2:32][N:31]3[CH2:26][CH2:27][O:28][CH2:29][CH2:30]3)[cH:14][c:15]([C:17]([CH3:18])([CH3:19])[CH2:20][C:21]([CH3:22])([CH3:23])[CH3:24])[cH:16]2)[O:7]1. Starting materials: C(C1=CC(OC)=C(OC)C=C1)O (Veratryl alcohol), O (water), CC(CCCCCCC(=O)O)C (8-methylnonanoic acid), 435. Run in CCCCCC (hexane). Run at temperature 50 celsius. Yields the product CC(CCCCCCC(=O)OCC1=CC(OC)=C(OC)C=C1)C (veratryl 8-methylnonanoate). Isolated yield 89.1%. As a reaction SMILES: [CH2:1]([OH:12])[C:2]1[CH:11]=[CH:10][C:7]([O:8][CH3:9])=[C:4]([O:5][CH3:6])[CH:3]=1.[CH3:13][CH:14]([CH3:24])[CH2:15][CH2:16][CH2:17][CH2:18][CH2:19][CH2:20][C:21](O)=[O:22].O>CCCCCC>[CH3:13][CH:14]([CH3:24])[CH2:15][CH2:16][CH2:17][CH2:18][CH2:19][CH2:20][C:21]([O:12][CH2:1][C:2]1[CH:11]=[CH:10][C:7]([O:8][CH3:9])=[C:4]([O:5][CH3:6])[CH:3]=1)=[O:22]. Procedure details: Veratryl alcohol (734 mg, 4.53 mmol), 8-methylnonanoic acid (751 mg, 4.35 mmol) and Novozyme 435 (51 mg) were measured and placed in a flask (25 ml). The mixture was stirred with heating in an oil bath at 50° C. for 16 hr without plugging the flask. After stirring with heating for 2 to 3 hr, attachment of water onto the upper wall of the flask was observed. The reaction mixture was allowed to cool to room temperature, hexane (50 ml) was added, and Novozyme 435 and the insoluble material were rem... The reactants are FC=1C=C(C=CC1B1OC(C(O1)(C)C)(C)C)O (3-fluoro-4-(4,4,5,5-tetramethyl-1,3,2-dioxaborolan-2-yl)-phenol), sodium metaborate octahydrate, CCOCC (ether), BrC1=C(C=C(C=C1)C1=CC=C(C=C1)CCCO)F (3-(4′-bromo-3′-fluorobiphenyl-4-yl)propan-1-ol). The reagents and catalysts are Cl[Pd]([P](C1=CC=CC=C1)(C2=CC=CC=C2)C3=CC=CC=C3)([P](C4=CC=CC=C4)(C5=CC=CC=C5)C6=CC=CC=C6)Cl (bis(triphenylphosphine)palladium(II) chloride). The solvent is C1CCOC1 (THF), O (water), C1CCOC1 (THF). Yields the product FC1=C(C=CC(=C1)O)C1=C(C=C(C=C1)C1=CC=C(C=C1)CCCO)F (2,2′-difluoro-4″-(3-hydroxypropyl)[1,1′;4′,1″]-terphenyl-4-ol). As a reaction SMILES: Br[C:2]1[CH:7]=[CH:6][C:5]([C:8]2[CH:13]=[CH:12][C:11]([CH2:14][CH2:15][CH2:16][OH:17])=[CH:10][CH:9]=2)=[CH:4][C:3]=1[F:18].[F:19][C:20]1[CH:21]=[C:22]([OH:35])[CH:23]=[CH:24][C:25]=1B1OC(C)(C)C(C)(C)O1.CCOCC>O.C1COCC1.Cl[Pd](Cl)([P](C1C=CC=CC=1)(C1C=CC=CC=1)C1C=CC=CC=1)[P](C1C=CC=CC=1)(C1C=CC=CC=1)C1C=CC=CC=1>[F:19][C:20]1[CH:21]=[C:22]([OH:35])[CH:23]=[CH:24][C:25]=1[C:2]1[CH:7]=[CH:6][C:5]([C:8]2[CH:13]=[CH:12][C:11]([CH2:14][CH2:15][CH2:16][OH:17])=[CH:10][CH:9]=2)=[CH:4][C:3]=1[F:18] |^1:49,68|. Reported procedure: 16.5 g (59 mmol) of sodium metaborate octahydrate and 1.3 g (1.8 mmol) of bis(triphenylphosphine)palladium(II) chloride are initially introduced in 150 ml of water and 50 ml of THF, 12.5 g (38.5 mmol) of 3-(4′-bromo-3′-fluorobiphenyl-4-yl)propan-1-ol are added, and a solution of 12.5 g (0.053 mol) of 3-fluoro-4-(4,4,5,5-tetramethyl-1,3,2-dioxaborolan-2-yl)-phenol in 50 ml of THF is subsequently added dropwise. The batch is heated under reflux overnight, taken up in MTB ether and washed three tim... Starting materials: CS(=O)(=O)NC1=CC=C(OCC2OC2)C=C1 (2-[(4-(methanesulfonamido)phenoxy)methyl]oxirane), CNCC1=NC2=CC=C(C=C2C=C1)[N+](=O)[O-] (2-(methylaminomethyl)-6-nitroquinoline). The solvent is C(C)O (ethanol). Reaction conditions: temperature 50 celsius, time 8 hour. The product is OC(COC1=CC=C(C=C1)NS(=O)(=O)C)CN(CC1=NC2=CC=C(C=C2C=C1)[N+](=O)[O-])C (N-[4-[2-Hydroxy-3-[methyl[(6-nitro-2-quinolinyl)methyl]amino]propoxy]phenyl]methanesulfonamide). The yield is 19.4%. As a reaction SMILES: [CH3:1][S:2]([NH:5][C:6]1[CH:16]=[CH:15][C:9]([O:10][CH2:11][CH:12]2[CH2:14][O:13]2)=[CH:8][CH:7]=1)(=[O:4])=[O:3].[CH3:17][NH:18][CH2:19][C:20]1[CH:29]=[CH:28][C:27]2[C:22](=[CH:23][CH:24]=[C:25]([N+:30]([O-:32])=[O:31])[CH:26]=2)[N:21]=1>C(O)C>[OH:13][CH:12]([CH2:14][N:18]([CH3:17])[CH2:19][C:20]1[CH:29]=[CH:28][C:27]2[C:22](=[CH:23][CH:24]=[C:25]([N+:30]([O-:32])=[O:31])[CH:26]=2)[N:21]=1)[CH2:11][O:10][C:9]1[CH:15]=[CH:16][C:6]([NH:5][S:2]([CH3:1])(=[O:4])=[O:3])=[CH:7][CH:8]=1. Procedure: To a stirring solution of 2-[(4-(methanesulfonamido)phenoxy)methyl]oxirane (5.32 g, 21.89 mmol) in ethanol (140 mL) was added the 2-(methylaminomethyl)-6-nitroquinoline (4.75, 21.89 mmol) and the resulting mixture was stirred at 50° C. overnight. The reaction mixture was cooled, concentrated, and subjected to purification by HPLC (10% methanol-ethyl acetate) to afford 1.96 g of product as a yellow amorphous solid. Starting materials: NC1=C(C=CC=C1)NC(\C=C\C1=CN(C=C1)S(=O)(=O)C1=CC=C(C=C1)C)=O ((E)-N-(2-Amino-phenyl)-3-[1-(toluene-4-sulfonyl)-1H-pyrrol-3-yl]-acrylamide), C(=O)(C(F)(F)F)O (TFA), C(C)(C)(C)OC(NC1=C(C=CC=C1)NC(\C=C\C1=CN(C=C1)S(=O)(=O)C1=CC=C(C=C1)C1=CC=CC=C1)=O)=O ((2-{(E)-3-[1-(biphenyl-4-sulfonyl)-1H-pyrrol-3-yl]-allanoylamino}-phenyl)-carbamic acid tert-butyl ester), C(C)(C)(C)OC(NC1=C(C=CC=C1)NC(\C=C\C1=CN(C=C1)S(=O)(=O)C1=CC=C(C=C1)C1=CC=CC=C1)=O)=O ((2-{(E)-3-[1-(biphenyl-4-sulfonyl)-1H-pyrrol-3-yl]-allanoylamino}-phenyl)-carbamic acid tert-butyl ester). The solvent is C(Cl)Cl (CH2Cl2). The product is NC1=C(C=CC=C1)NC(\C=C\C1=CN(C=C1)S(=O)(=O)C1=CC=C(C=C1)C1=CC=CC=C1)=O ((E)-N-(2-Amino-phenyl)-3-[1-(biphenyl-4-sulfonyl)-1H-pyrrol-3-yl]-acrylamide). RXN SMILES: NC1C=CC=CC=1NC(=O)/C=C/C1C=CN(S(C2C=CC(C)=CC=2)(=O)=O)C=1.C(OC(=O)[NH:34][C:35]1[CH:40]=[CH:39][CH:38]=[CH:37][C:36]=1[NH:41][C:42](=[O:65])/[CH:43]=[CH:44]/[C:45]1[CH:49]=[CH:48][N:47]([S:50]([C:53]2[CH:58]=[CH:57][C:56]([C:59]3[CH:64]=[CH:63][CH:62]=[CH:61][CH:60]=3)=[CH:55][CH:54]=2)(=[O:52])=[O:51])[CH:46]=1)(C)(C)C.C(O)(C(F)(F)F)=O>C(Cl)Cl>[NH2:34][C:35]1[CH:40]=[CH:39][CH:38]=[CH:37][C:36]=1[NH:41][C:42](=[O:65])/[CH:43]=[CH:44]/[C:45]1[CH:49]=[CH:48][N:47]([S:50]([C:53]2[CH:54]=[CH:55][C:56]([C:59]3[CH:64]=[CH:63][CH:62]=[CH:61][CH:60]=3)=[CH:57][CH:58]=2)(=[O:52])=[O:51])[CH:46]=1. Procedure details: The method used for preparation of this compound is analogous to the method described for compound 5. Starting materials: (2-{(E)-3-[1-(biphenyl-4-sulfonyl)-1H-pyrrol-3-yl]-allanoylamino}-phenyl)-carbamic acid tert-butyl ester (compound A7) (0.460 mmol), CH2Cl2 (50 ml), TFA (5 ml). Reaction conditions: room temperature, 18 hours. Reactants: C1(=CC=CC=C1)P(=O)(C1=CC=CC=C1)Cl (diphenylphosphoryl chloride), O[C@H](C)[C@@H]1[C@@H]2N(C(C([C@@H]2C)=O)C(=O)OCC2=CC=C(C=C2)[N+](=O)[O-])C1=O (4-nitrobenzyl (1R, 5R, 6S)-6-[(1R)-1-hydroxyethyl]-1-methyl-2-oxo-1-carbapenam-3-carboxylate), FC(S(=O)(=O)O)(F)F.S[C@H]1C[C@H](N(C1)C)C(=O)N1CCN(CCC1)C(=O)OCC1=CC=C(C=C1)[N+](=O)[O-] ((2S, 4S)-4-mercapto-1-methyl-2-[4-(4-nitrobenzyloxycarbonyl)-1-homopiperazinylcarbonyl]pyrrolidine trifluoromethanesulfonate). The solvent is C(C)(C)N(CC)C(C)C (diisopropylethylamine), C(C)#N (acetonitrile), C(C)#N (acetonitrile), C(C)(C)N(CC)C(C)C (diisopropylethylamine). Run at time 40 minute. The product is [N+](=O)([O-])C1=CC=C(COC(=O)N2CCN(CCC2)C(=O)[C@H]2N(C[C@H](C2)SC=2[C@@H]([C@H]3N(C2C(=O)OCC2=CC=C(C=C2)[N+](=O)[O-])C([C@@H]3[C@@H](C)O)=O)C)C)C=C1 (4-Nitrobenzyl (1R, 5S, 6S)-2-[(2S, 4S)-2-[4-(4-nitrobenzyloxycarbonyl)-1-homopiperazinylcarbonyl]-1-methylpyrrolidin-4-ylthio]-6-[(1R)-1-hydroxyethyl]-1-methyl-1-carbapen-2-em-3-carboxylate). As a reaction SMILES: C1(P(Cl)(C2C=CC=CC=2)=O)C=CC=CC=1.[OH:16][C@@H:17]([C@H:19]1[C:40](=[O:41])[N:21]2[CH:22]([C:27]([O:29][CH2:30][C:31]3[CH:36]=[CH:35][C:34]([N+:37]([O-:39])=[O:38])=[CH:33][CH:32]=3)=[O:28])[C:23](=O)[C@H:24]([CH3:25])[C@H:20]12)[CH3:18].FC(F)(F)S(O)(=O)=O.[SH:50][C@@H:51]1[CH2:55][N:54]([CH3:56])[C@H:53]([C:57]([N:59]2[CH2:65][CH2:64][CH2:63][N:62]([C:66]([O:68][CH2:69][C:70]3[CH:75]=[CH:74][C:73]([N+:76]([O-:78])=[O:77])=[CH:72][CH:71]=3)=[O:67])[CH2:61][CH2:60]2)=[O:58])[CH2:52]1>C(#N)C.C(N(C(C)C)CC)(C)C>[N+:76]([C:73]1[CH:74]=[CH:75][C:70]([CH2:69][O:68][C:66]([N:62]2[CH2:63][CH2:64][CH2:65][N:59]([C:57]([C@@H:53]3[CH2:52][C@H:51]([S:50][C:23]4[C@H:24]([CH3:25])[C@@H:20]5[C@@H:19]([C@H:17]([OH:16])[CH3:18])[C:40](=[O:41])[N:21]5[C:22]=4[C:27]([O:29][CH2:30][C:31]4[CH:36]=[CH:35][C:34]([N+:37]([O-:39])=[O:38])=[CH:33][CH:32]=4)=[O:28])[CH2:55][N:54]3[CH3:56])=[O:58])[CH2:60][CH2:61]2)=[O:67])=[CH:71][CH:72]=1)([O-:78])=[O:77] |f:2.3|. Procedure: 0.89 ml of diphenylphosphoryl chloride and 0.75 ml of diisopropylethylamine were simultaneously added dropwise, whilst ice-cooling, to a solution of 1.4 g of 4-nitrobenzyl (1R, 5R, 6S)-6-[(1R)-1-hydroxyethyl]-1-methyl-2-oxo-1-carbapenam-3-carboxylate in 14 ml of dry acetonitrile, and the resulting mixture was stirred at the same temperature for 40 minutes. A solution of 2.68 g of (2S, 4S)-4-mercapto-1-methyl-2-[4-(4-nitrobenzyloxycarbonyl)-1-homopiperazinylcarbonyl]pyrrolidine trifluoromethanesu... Reactants: [Br-], CC[Mg+], C#CCCC(OC)OC. Yields the product [Br-], COC(CCC#C[Mg+])OC. Reaction SMILES: [Br-:1].[CH2:2]([CH3:3])[Mg+:4].[CH3:5][O:6][CH:7]([CH2:8][CH2:9][C:10]#[CH:11])[O:12][CH3:13]>>[Br-:1].[C:2](#[C:3][CH2:9][CH2:8][CH:7]([O:6][CH3:5])[O:12][CH3:13])[Mg+:4]. Reactants: O=C(O)c1ccc(CBr)nc1, Nc1ccc(Cl)c(-c2ccccn2)c1. Reaction SMILES: [Br:1][CH2:2][c:3]1[cH:4][cH:5][c:6]([C:9](=[O:10])[OH:11])[cH:7][n:8]1.[Cl:12][c:13]1[c:14](-[c:20]2[n:21][cH:22][cH:23][cH:24][cH:25]2)[cH:15][c:16]([NH2:17])[cH:18][cH:19]1>>[Br:1][CH2:2][c:3]1[cH:4][cH:5][c:6]([C:9](=[O:11])[NH:17][c:16]2[cH:15][c:14](-[c:20]3[n:21][cH:22][cH:23][cH:24][cH:25]3)[c:13]([Cl:12])[cH:19][cH:18]2)[cH:7][n:8]1. Product: O=C(Nc1ccc(Cl)c(-c2ccccn2)c1)c1ccc(CBr)nc1. The reactants are C(C)OCCN1C(=NC2=C1C=CC=C2)N2CCNCCC2 (4-(1-(2-ethoxyethyl)-1H-benzimidazol-2-yl)[1,4]diazepane), Br (hydrobromic acid), [OH-].[Na+] (sodium hydroxide). Solvent: O (water). Conditions: time 3.5 hour. Yields the product OCCN1C(=NC2=C1C=CC=C2)N2CCNCCC2 (4-(1-(2-hydroxyethyl)-1H-benzimidazol-2-yl)[1,4]diazepane). Reaction SMILES: C([O:3][CH2:4][CH2:5][N:6]1[C:10]2[CH:11]=[CH:12][CH:13]=[CH:14][C:9]=2[N:8]=[C:7]1[N:15]1[CH2:21][CH2:20][CH2:19][NH:18][CH2:17][CH2:16]1)C.Br.[OH-].[Na+]>O>[OH:3][CH2:4][CH2:5][N:6]1[C:10]2[CH:11]=[CH:12][CH:13]=[CH:14][C:9]=2[N:8]=[C:7]1[N:15]1[CH2:21][CH2:20][CH2:19][NH:18][CH2:17][CH2:16]1 |f:2.3|. Procedure: Combine 4-(1-(2-ethoxyethyl)-1H-benzimidazol-2-yl)[1,4]diazepane (5.95 g, 20.6 mmol) and 48% hydrobromic acid (50 mL). Heat to reflux. After 3.5 hours, cool the reaction mixture and dilute with a solution of sodium hydroxide (23 g, 0.57 mmol) in water (250 mL). Extract three times with dichloromethane. Combine the aqueous layer, dichloromethane (200 mL), and sodium chloride (50 g) and stir. After 18 hours, separate the layers and combine all the organic layers, dry over Na2SO4, filter, and evapo...